This data is from the Open Reaction Database (ORD), a public repository of structured organic reaction records. The task is: describe an organic reaction: reactants, conditions, products, and yield Reactants: OC1=CC=C2CCC(CC2=C1)CC(=O)OC (methyl 7-hydroxy-1,2,3,4-tetrahydronaphthalene-2-acetate), C(#N)C1=CC=C(CBr)C=C1 (4-cyanobenzyl bromide), C([O-])([O-])=O.[K+].[K+] (potassium carbonate). The solvent is CC(CC)=O (2-butanone). Yields the product C(#N)C1=CC=C(COC2=CC=C3CCC(CC3=C2)CC(=O)OC)C=C1 (methyl 7-[(4-cyanobenzyl)oxy]-1,2,3,4-tetrahydronaphthalene-2-acetate). Yield: 93.0%. Reaction SMILES: [OH:1][C:2]1[CH:11]=[C:10]2[C:5]([CH2:6][CH2:7][CH:8]([CH2:12][C:13]([O:15][CH3:16])=[O:14])[CH2:9]2)=[CH:4][CH:3]=1.[C:17]([C:19]1[CH:26]=[CH:25][C:22]([CH2:23]Br)=[CH:21][CH:20]=1)#[N:18].C(=O)([O-])[O-].[K+].[K+]>CC(=O)CC>[C:17]([C:19]1[CH:26]=[CH:25][C:22]([CH2:23][O:1][C:2]2[CH:11]=[C:10]3[C:5]([CH2:6][CH2:7][CH:8]([CH2:12][C:13]([O:15][CH3:16])=[O:14])[CH2:9]3)=[CH:4][CH:3]=2)=[CH:21][CH:20]=1)#[N:18] |f:2.3.4|. Procedure details: In 50 ml of 2-butanone, 1.2 g of methyl 7-hydroxy-1,2,3,4-tetrahydronaphthalene-2-acetate and 1.60 g of 4-cyanobenzyl bromide were dissolved, 1.51 g of potassium carbonate was added, and the mixture was refluxed by heating for 12 hours. Most of the solvent was distilled off under reduced pressure. The concentrated residue was mixed with water and extracted with ethyl acetate. The organic layer was dried with anhydrous magnesium sulfate and the solvent was distilled off under reduced pressure. Th... Starting materials: COC=1C=C2CCN(C2=CC1[N+](=O)[O-])C(CN1CCOCC1)=O (5-(methyloxy)-1-(4-morpholinylacetyl)-6-nitro-2,3-dihydro-1H-indole), O.O.[Sn](Cl)Cl (tin(II)chloride dihydrate), Cl (HCl). Run in C(C)O (ethanol), CC(=O)N(C)C (DMA). Reaction conditions: time 8 hour. Yields the product COC=1C=C2CCN(C2=CC1N)C(CN1CCOCC1)=O (5-(methyloxy)-1-(4-morpholinylacetyl)-2,3-dihydro-1H-indol-6-amine). Reaction SMILES: [CH3:1][O:2][C:3]1[CH:4]=[C:5]2[C:9](=[CH:10][C:11]=1[N+:12]([O-])=O)[N:8]([C:15](=[O:23])[CH2:16][N:17]1[CH2:22][CH2:21][O:20][CH2:19][CH2:18]1)[CH2:7][CH2:6]2.O.O.[Sn](Cl)Cl.Cl>C(O)C.CC(N(C)C)=O>[CH3:1][O:2][C:3]1[CH:4]=[C:5]2[C:9](=[CH:10][C:11]=1[NH2:12])[N:8]([C:15](=[O:23])[CH2:16][N:17]1[CH2:18][CH2:19][O:20][CH2:21][CH2:22]1)[CH2:7][CH2:6]2 |f:1.2.3|. Reported procedure: To a solution of 5-(methyloxy)-1-(4-morpholinylacetyl)-6-nitro-2,3-dihydro-1H-indole (0.56 g, 1.74 mmol) in absolute ethanol (100 mL) and DMA (20 mL) was added tin(II)chloride dihydrate (2.36 g, 10.45 mmol) and 1M HCl (1.0 mL). After overnight stirring, reaction was quenched with excess saturated NaHCO3 solution, stirred for one hr, filtered through celite which was and rinsed with methanol. After organic solvent removal, the aqueous layers were extracted with dichloromethane (2×200 mL), the com... Reactants: CC(CCC(=O)NN1C(NC2(C1=O)CCNCC2)=O)C (4-methyl-N-[2,4-dioxo-1,3,8-triazaspiro[4.5]decan-3-yl]valeramide), CS(=O)(=O)Cl (methanesulphonyl chloride). Run in N1=CC=CC=C1 (pyridine). The product is CS(=O)(=O)N1CCC2(C(N(C(N2)=O)NC(CCC(C)C)=O)=O)CC1 (N-[8-(methanesulphonyl)-2,4-dioxo-1,3,8-triazaspiro[4.5]decan-3-yl]-4-methylvaleramide). Reaction SMILES: [CH3:1][CH:2]([CH3:20])[CH2:3][CH2:4][C:5]([NH:7][N:8]1[C:12](=[O:13])[C:11]2([CH2:18][CH2:17][NH:16][CH2:15][CH2:14]2)[NH:10][C:9]1=[O:19])=[O:6].[CH3:21][S:22](Cl)(=[O:24])=[O:23]>N1C=CC=CC=1>[CH3:21][S:22]([N:16]1[CH2:15][CH2:14][C:11]2([NH:10][C:9](=[O:19])[N:8]([NH:7][C:5](=[O:6])[CH2:4][CH2:3][CH:2]([CH3:20])[CH3:1])[C:12]2=[O:13])[CH2:18][CH2:17]1)(=[O:24])=[O:23]. Reported procedure: A solution of 0.514 g of 2(R)-[1(S)-tert-butoxycarbonyl)-4-phenylbutyl]-4-methyl-N-[2,4-dioxo-1,3,8-triazaspiro[4.5]decan-3-yl]valeramide in 10 ml of dry pyridine was cooled to 0° C. with stirring and 0.13 ml of methanesulphonyl chloride added. The mixture was allowed to return to room temperature and was stirred for 2 days. The solvent was evaporated and the residue partitioned between ethyl acetate and dilute hydrochloric acid. The ethyl acetate layer was washed successively with water and sat... Reactants: ClC1=C(C(=CC(=C1)OCC=C(Cl)Cl)Cl)O (2,6-dichloro-4-(3,3-dichloro-2-propenyloxy)phenol), BrC(CC(=O)OCC)C (ethyl 3-bromobutyrate), C([O-])([O-])=O.[K+].[K+] (potassium carbonate), CN(C=O)C (N,N-dimethylformamide), crude product. The solvent is O (water). Conditions: time 12 hour. Product: ClC1=C(OC(C(=O)OCC)CC)C(=CC(=C1)OCC=C(Cl)Cl)Cl (ethyl 2,6-dichloro-4-(3,3-dichloro-2-propenyloxy)phenoxybutyrate). Yield: 90.0%. RXN SMILES: [Cl:1][C:2]1[CH:7]=[C:6]([O:8][CH2:9][CH:10]=[C:11]([Cl:13])[Cl:12])[CH:5]=[C:4]([Cl:14])[C:3]=1[OH:15].Br[CH:17]([CH3:24])[CH2:18][C:19]([O:21][CH2:22][CH3:23])=[O:20].C(=O)([O-])[O-].[K+].[K+].CN(C)C=O>O>[Cl:1][C:2]1[CH:7]=[C:6]([O:8][CH2:9][CH:10]=[C:11]([Cl:13])[Cl:12])[CH:5]=[C:4]([Cl:14])[C:3]=1[O:15][CH:18]([CH2:17][CH3:24])[C:19]([O:21][CH2:22][CH3:23])=[O:20] |f:2.3.4|. Reported procedure: A reaction vessel was charged with 2.02 g of 2,6-dichloro-4-(3,3-dichloro-2-propenyloxy)phenol, 1.56 g of ethyl 3-bromobutyrate, 1.11 g of potassium carbonate and 20 ml of N,N-dimethylformamide. After stirring at room temperature for 12 hours, the reaction mixture was poured into water and extracted twice with 50 ml of diethyl ether. The ether layers were combined, washed with water, dried over anhydrous magnesium sulfate, and then concentrated to give a crude product. The crude product was subj... Starting materials: CCCCc1cc2c(=O)n3cc(C(N)=O)ccc3nc2s1, ClC(Cl)Cl, O=P(Cl)(Cl)Cl. Yields the product CCCCc1cc2c(=O)n3cc(C#N)ccc3nc2s1. As a reaction SMILES: [CH2:1]([CH2:2][CH2:3][CH3:4])[c:5]1[cH:6][c:7]2[c:8]([n:9][c:10]3[n:11]([c:12]2=[O:13])[cH:14][c:15]([C:18](=[O:19])[NH2:20])[cH:16][cH:17]3)[s:21]1.[CH:27]([Cl:28])([Cl:29])[Cl:30].[P:22]([Cl:23])([Cl:24])([Cl:25])=[O:26]>>[CH2:1]([CH2:2][CH2:3][CH3:4])[c:5]1[cH:6][c:7]2[c:8]([n:9][c:10]3[n:11]([c:12]2=[O:13])[cH:14][c:15]([C:18]#[N:20])[cH:16][cH:17]3)[s:21]1. Starting materials: FC(C(=O)O)(F)F (Trifluoroacetic acid), C(C)(C)C=1SC(=CN1)C(=O)N1CCOC2(C1)CCN(CC2)C(=O)OC(C)(C)C (tert-butyl 4-(2-isopropylthiazole-5-carbonyl)-1-oxa-4,9-diazaspiro[5.5]undecane-9-carboxylate), C1(=CC=CC=C1)C (Toluene). Solvent: C(Cl)Cl (DCM). Conditions: time 1 hour. Product: C(C)(C)C=1SC(=CN1)C(=O)N1CCOC2(C1)CCNCC2 ((2-Isopropylthiazol-5-yl)(1-oxa-4,9-diazaspiro[5.5]undecan-4-yl)methanone). As a reaction SMILES: FC(F)(F)C(O)=O.[CH:8]([C:11]1[S:12][C:13]([C:16]([N:18]2[CH2:23][C:22]3([CH2:28][CH2:27][N:26](C(OC(C)(C)C)=O)[CH2:25][CH2:24]3)[O:21][CH2:20][CH2:19]2)=[O:17])=[CH:14][N:15]=1)([CH3:10])[CH3:9].C1(C)C=CC=CC=1>C(Cl)Cl>[CH:8]([C:11]1[S:12][C:13]([C:16]([N:18]2[CH2:23][C:22]3([CH2:24][CH2:25][NH:26][CH2:27][CH2:28]3)[O:21][CH2:20][CH2:19]2)=[O:17])=[CH:14][N:15]=1)([CH3:10])[CH3:9]. Procedure: Trifluoroacetic acid (3.9 mL) was added to a solution of tert-butyl 4-(2-isopropylthiazole-5-carbonyl)-1-oxa-4,9-diazaspiro[5.5]undecane-9-carboxylate (example 113, step a) (0.765 g) in DCM (14.8 mL). The resulting mixture was stirred at RT for 1 h. Toluene (30 mL) was added and the mixture was evaporated in vacuo. The yellow residue was dissolved in MeOH and applied to a SCX cartridge pre-wetted with MeOH. The cartridge was washed with MeOH and eluted with 2M ammonia in MeOH. The eluent was eva... The product is FC=1C=C(COC2=CC(=CC=C2)[N+](=O)[O-])C=CC1 ((3-Fluoro-benzyloxy)-3-nitro-benzene). Reactants: [N+](=O)([O-])C=1C=C(C=CC1)O (3-nitro-phenol), BrCC1=CC(=CC=C1)F (1-bromomethyl-3-fluoro-benzene), C([O-])([O-])=O.[K+].[K+] (potassium carbonate), ice water. RXN SMILES: [N+:1]([C:4]1[CH:5]=[C:6]([OH:10])[CH:7]=[CH:8][CH:9]=1)([O-:3])=[O:2].Br[CH2:12][C:13]1[CH:18]=[CH:17][CH:16]=[C:15]([F:19])[CH:14]=1.C(=O)([O-])[O-].[K+].[K+]>[I-].C([N+](CCCC)(CCCC)CCCC)CCC.CN(C)C=O>[F:19][C:15]1[CH:14]=[C:13]([CH:18]=[CH:17][CH:16]=1)[CH2:12][O:10][C:6]1[CH:7]=[CH:8][CH:9]=[C:4]([N+:1]([O-:3])=[O:2])[CH:5]=1 |f:2.3.4,5.6|. Solvent: CN(C=O)C (N,N-dimethylformamide). Procedure: A solution of 3-nitro-phenol (0.278 g, 2.0 mmol), 1-bromomethyl-3-fluoro-benzene (0.258 ml, 2.1 mmol), potassium carbonate (0.553 g, 4.0 mmol) and tetrabutylammonium iodide (0.001 g) in N,N-dimethylformamide (5 ml) was stirred at room temperature for 16 hours. Afterwards, ice water (10 mL) was added to the solution and the resultant solid was collected by filtration and dried in a vacuum oven to provide the title compound in quantitative yield. Reagents/catalysts: [I-].C(CCC)[N+](CCCC)(CCCC)CCCC (tetrabutylammonium iodide). Starting materials: C1CCOC1, CC(N)(C#N)Cn1cc2c(Cl)cc(Cl)c(Cl)c2n1, O=C(Cl)c1ccc(Oc2ccccc2)cc1. The product is CC(C#N)(Cn1cc2c(Cl)cc(Cl)c(Cl)c2n1)NC(=O)c1ccc(Oc2ccccc2)cc1. As a reaction SMILES: [CH2:35]1[O:36][CH2:37][CH2:38][CH2:39]1.[NH2:17][C:18]([C:19]#[N:20])([CH2:21][n:22]1[n:23][c:24]2[c:25]([Cl:33])[c:26]([Cl:32])[cH:27][c:28]([Cl:31])[c:29]2[cH:30]1)[CH3:34].[O:1]([c:2]1[cH:3][cH:4][cH:5][cH:6][cH:7]1)[c:8]1[cH:9][cH:10][c:11]([C:12](=[O:13])[Cl:14])[cH:15][cH:16]1>>[O:1]([c:2]1[cH:3][cH:4][cH:5][cH:6][cH:7]1)[c:8]1[cH:9][cH:10][c:11]([C:12](=[O:13])[NH:17][C:18]([C:19]#[N:20])([CH2:21][n:22]2[n:23][c:24]3[c:25]([Cl:33])[c:26]([Cl:32])[cH:27][c:28]([Cl:31])[c:29]3[cH:30]2)[CH3:34])[cH:15][cH:16]1. Starting materials: Clc1ccc(OCc2ccccc2)c(CBr)c1, O=C([O-])[O-], O=C(Nc1cc[nH]n1)c1c(F)cccc1F, [I-], [K+], [K+], [Na+], CN(C)C=O. Yields the product O=C(Nc1ccn(Cc2cc(Cl)ccc2OCc2ccccc2)n1)c1c(F)cccc1F. As a reaction SMILES: [Br:25][CH2:26][c:27]1[c:28]([O:34][CH2:35][c:36]2[cH:37][cH:38][cH:39][cH:40][cH:41]2)[cH:29][cH:30][c:31]([Cl:33])[cH:32]1.[C:19](=[O:20])([O-:21])[O-:22].[F:1][c:2]1[c:3]([C:4](=[O:5])[NH:6][c:7]2[n:8][nH:9][cH:10][cH:11]2)[c:12]([F:16])[cH:13][cH:14][cH:15]1.[I-:18].[K+:23].[K+:24].[Na+:17].[O:42]=[CH:43][N:44]([CH3:45])[CH3:46]>>[F:1][c:2]1[c:3]([C:4](=[O:5])[NH:6][c:7]2[n:8][n:9]([CH2:26][c:27]3[c:28]([O:34][CH2:35][c:36]4[cH:37][cH:38][cH:39][cH:40][cH:41]4)[cH:29][cH:30][c:31]([Cl:33])[cH:32]3)[cH:10][cH:11]2)[c:12]([F:16])[cH:13][cH:14][cH:15]1. Starting materials: CC(=O)OC(C)=O, CCOC(C)=O, Cl, Nc1ccc(C(=O)O)cn1, c1ccncc1. Product: CC(=O)Nc1ccc(C(=O)O)cn1. Reaction SMILES: [CH3:11][C:12](=[O:13])[O:14][C:15](=[O:16])[CH3:17].[CH3:18][CH2:19][O:20][C:21](=[O:22])[CH3:23].[ClH:24].[NH2:1][c:2]1[n:3][cH:4][c:5]([C:6](=[O:7])[OH:8])[cH:9][cH:10]1.[cH:25]1[cH:26][cH:27][n:28][cH:29][cH:30]1>>[NH:1]([c:2]1[n:3][cH:4][c:5]([C:6](=[O:7])[OH:8])[cH:9][cH:10]1)[C:12]([CH3:11])=[O:13].